This data is from the Open Reaction Database (ORD), a public repository of structured organic reaction records. The task is: describe an organic reaction: reactants, conditions, products, and yield Starting materials: CO, ClCCl, O=C(CN1CCCC1c1cccc(OCCCN2CCCCC2)c1)c1cccc(I)c1, N. Product: Ic1cccc(C2CN3CCCC3c3cc(OCCCN4CCCCC4)ccc32)c1. Reaction SMILES: [CH3:33][OH:34].[Cl:35][CH2:36][Cl:37].[I:1][c:2]1[cH:3][c:4]([C:8]([CH2:9][N:10]2[CH:11]([c:15]3[cH:16][c:17]([O:21][CH2:22][CH2:23][CH2:24][N:25]4[CH2:26][CH2:27][CH2:28][CH2:29][CH2:30]4)[cH:18][cH:19][cH:20]3)[CH2:12][CH2:13][CH2:14]2)=[O:31])[cH:5][cH:6][cH:7]1.[NH3:32]>>[I:1][c:2]1[cH:3][c:4]([CH:8]2[CH2:9][N:10]3[CH:11]([CH2:12][CH2:13][CH2:14]3)[c:15]3[cH:16][c:17]([O:21][CH2:22][CH2:23][CH2:24][N:25]4[CH2:26][CH2:27][CH2:28][CH2:29][CH2:30]4)[cH:18][cH:19][c:20]32)[cH:5][cH:6][cH:7]1. Starting materials: O=C([O-])O, CCCCCO, CC1CNC(C)CN1, O=[N+]([O-])c1ccc(F)cc1, [Na+]. Yields the product CC1CN(c2ccc([N+](=O)[O-])cc2)C(C)CN1. Reaction SMILES: [C:19](=[O:20])([OH:21])[O-:22].[CH2:24]([OH:25])[CH2:26][CH2:27][CH2:28][CH3:29].[CH3:11][CH:12]1[NH:13][CH2:14][CH:15]([CH3:18])[NH:16][CH2:17]1.[F:1][c:2]1[cH:3][cH:4][c:5]([N+:8](=[O:9])[O-:10])[cH:6][cH:7]1.[Na+:23]>>[c:2]1([N:13]2[CH:12]([CH3:11])[CH2:17][NH:16][CH:15]([CH3:18])[CH2:14]2)[cH:3][cH:4][c:5]([N+:8](=[O:9])[O-:10])[cH:6][cH:7]1. The reactants are C(#N)[BH3-].[Na+] (Sodium cyanoborohydride), COC=1C=C(C=CC1[N+](=O)[O-])N1CC(C(CC1)=O)(C)C (1-(3-Methoxy-4-nitrophenyl)-3,3-dimethylpiperidin-4-one), COC=1C=C(C=CC1[N+](=O)[O-])N1CC(C(CC1)=O)(C)C (1-(3-Methoxy-4-nitrophenyl)-3,3-dimethylpiperidin-4-one), C(C)(=O)[O-].[NH4+] (ammonium acetate). Run in CO (MeOH), CO (MeOH). Conditions: time 2 hour. Yields the product COC=1C=C(C=CC1[N+](=O)[O-])N1CC(C(CC1)N)(C)C (1-(3-Methoxy-4-nitrophenyl)-3,3-dimethylpiperidin-4-amine). Isolated yield 71.6%. As a reaction SMILES: [CH3:1][O:2][C:3]1[CH:4]=[C:5]([N:12]2[CH2:17][CH2:16][C:15](=O)[C:14]([CH3:20])([CH3:19])[CH2:13]2)[CH:6]=[CH:7][C:8]=1[N+:9]([O-:11])=[O:10].C([O-])(=O)C.[NH4+].C([BH3-])#[N:27].[Na+]>CO>[CH3:1][O:2][C:3]1[CH:4]=[C:5]([N:12]2[CH2:17][CH2:16][CH:15]([NH2:27])[C:14]([CH3:20])([CH3:19])[CH2:13]2)[CH:6]=[CH:7][C:8]=1[N+:9]([O-:11])=[O:10] |f:1.2,3.4|. Procedure details: A solution of 1-(3-Methoxy-4-nitrophenyl)-3,3-dimethylpiperidin-4-one (INTERMEDIATE 39) (278 mg, 1 mmol) and ammonium acetate (771 mg, 10.0 mmol) in MeOH (5 mL) was stirred at RT overnight. Sodium cyanoborohydride (75 mg, 1.2 mmol) were added. The reaction was stirred at RT for 2 h. MeOH (20 mL) and silica gel (5 g) was added. The mixture was concentrated in vacuo. The residue was purified by chromatography on silica gel (5% MeOH and 1% NH4OH in CH2Cl2) to give the title product (0.2 g, 72.0%). Product: N1=C(C=CC2=CC=CC=C12)N[C@@H](CCC(N)=O)C(=O)O (N-quinolinylglutamine). Reactants: N[C@@H](CCC(N)=O)C(=O)O ((S)-glutamine), N1=C2C(=CC=C1)C(=O)OC2=O (pyridine-2,3-dicarboxylic anhydride), C(C)(=O)O (acetic acid), crude product. Reaction SMILES: [NH2:1][C@H:2]([C:8]([OH:10])=[O:9])[CH2:3][CH2:4][C:5](=[O:7])[NH2:6].[N:11]1[CH:16]=[CH:15][CH:14]=[C:13]2[C:17](O[C:20](=O)[C:12]=12)=O.[C:22](O)(=O)[CH3:23]>C(O)C>[N:11]1[C:12]2[C:13](=[CH:17][CH:22]=[CH:23][CH:20]=2)[CH:14]=[CH:15][C:16]=1[NH:1][C@H:2]([C:8]([OH:10])=[O:9])[CH2:3][CH2:4][C:5](=[O:7])[NH2:6]. Reported procedure: A stirred suspension of (S)-glutamine (14.6 g, 100 mL) and pyridine-2,3-dicarboxylic anhydride (14.9 g, 100 mmol) in 100 mL of acetic acid is heated at reflux for 1 hour. The resulting solution is allowed to cool. The solid which forms upon cooling is filtered and the solid washed with acetic acid and dried to afford 7.11 g (26%) of crude product. The crude product is slurried in 700 mL of refluxing ethanol, the suspension cooled, and the slurry collected by filtration and dried to afford 6.10 g... The solvent is C(C)O (ethanol). The yield is 23.0%.